Dataset: the Open Reaction Database (ORD), a public repository of structured organic reaction records. Task: describe an organic reaction: reactants, conditions, products, and yield Reactants: CCc1nc2ncnc(N3CCN(C(=O)Cc4ccccc4)CC3)c2[nH]1, CCc1cc2c(N3CCN(C(=O)OC(C)(C)C)CC3)nc(C(C)C)nc2s1. Reaction SMILES: [CH2:1]([c:2]1[nH:3][c:4]2[c:5]([n:6][cH:7][n:8][c:9]2[N:10]2[CH2:11][CH2:12][N:13]([C:14](=[O:15])[CH2:19][c:20]3[cH:21][cH:22][cH:23][cH:24][cH:25]3)[CH2:16][CH2:17]2)[n:18]1)[CH3:26].[CH2:27]([CH3:28])[c:29]1[cH:30][c:31]2[c:32]([N:41]3[CH2:42][CH2:43][N:44]([C:47](=[O:48])[O:49][C:50]([CH3:51])([CH3:52])[CH3:53])[CH2:45][CH2:46]3)[n:33][c:34]([CH:38]([CH3:39])[CH3:40])[n:35][c:36]2[s:37]1>>[CH2:19]([c:20]1[cH:21][cH:22][cH:23][cH:24][cH:25]1)[C:47]([N:44]1[CH2:43][CH2:42][N:41]([c:32]2[c:31]3[cH:30][c:29]([CH2:27][CH3:28])[s:37][c:36]3[n:35][c:34]([CH:38]([CH3:39])[CH3:40])[n:33]2)[CH2:46][CH2:45]1)=[O:48]. The product is CCc1cc2c(N3CCN(C(=O)Cc4ccccc4)CC3)nc(C(C)C)nc2s1. The reactants are CCOC(=O)C1=CCC(C)(C)c2cc(C#Cc3ccc(CC(=O)OC)c(F)c3)ccc21, CCO, [Li+], C1CCOC1, [OH-]. The product is CCOC(=O)C1=CCC(C)(C)c2cc(C#Cc3ccc(CC(=O)O)c(F)c3)ccc21. As a reaction SMILES: [CH2:1]([CH3:2])[O:3][C:4](=[O:5])[C:6]1=[CH:7][CH2:8][C:9]([CH3:30])([CH3:31])[c:10]2[cH:11][c:12]([C:16]#[C:17][c:18]3[cH:19][c:20]([F:29])[c:21]([CH2:24][C:25](=[O:26])[O:27][CH3:28])[cH:22][cH:23]3)[cH:13][cH:14][c:15]21.[CH3:34][CH2:35][OH:36].[Li+:32].[O:37]1[CH2:38][CH2:39][CH2:40][CH2:41]1.[OH-:33]>>[CH2:1]([CH3:2])[O:3][C:4](=[O:5])[C:6]1=[CH:7][CH2:8][C:9]([CH3:30])([CH3:31])[c:10]2[cH:11][c:12]([C:16]#[C:17][c:18]3[cH:19][c:20]([F:29])[c:21]([CH2:24][C:25](=[O:26])[OH:27])[cH:22][cH:23]3)[cH:13][cH:14][c:15]21. The reactants are [Al+3], O=C([O-])O, Cc1ccsc1CCC(=O)N1CC2C(C1)C2(C)c1cccc(NS(C)(=O)=O)c1, CCOC(C)=O, [H-], [H-], [H-], [H-], [Li+], [Na+], C1CCOC1, O. Yields the product Cc1ccsc1CCCN1CC2C(C1)C2(C)c1cccc(NS(C)(=O)=O)c1. Reaction SMILES: [Al+3:30].[C:36](=[O:37])([O-:38])[OH:39].[CH3:1][C:2]1([c:18]2[cH:19][c:20]([NH:24][S:25](=[O:26])(=[O:27])[CH3:28])[cH:21][cH:22][cH:23]2)[CH:3]2[CH2:4][N:5]([C:8]([CH2:9][CH2:10][c:11]3[s:12][cH:13][cH:14][c:15]3[CH3:16])=[O:17])[CH2:6][CH:7]12.[CH3:46][CH2:47][O:48][C:49](=[O:50])[CH3:51].[H-:29].[H-:32].[H-:33].[H-:34].[Li+:31].[Na+:40].[O:41]1[CH2:42][CH2:43][CH2:44][CH2:45]1.[OH2:35]>>[CH3:1][C:2]1([c:18]2[cH:19][c:20]([NH:24][S:25](=[O:26])(=[O:27])[CH3:28])[cH:21][cH:22][cH:23]2)[CH:3]2[CH2:4][N:5]([CH2:8][CH2:9][CH2:10][c:11]3[s:12][cH:13][cH:14][c:15]3[CH3:16])[CH2:6][CH:7]12. Yields the product BrC=1C(=C(N)C=C(C1)Cl)F (3-Bromo-5-chloro-2-fluoroaniline). As a reaction SMILES: [Br:1][C:2]1[C:3]([F:17])=[C:4]([NH:9]C(=O)OC(C)(C)C)[CH:5]=[C:6]([Cl:8])[CH:7]=1>C(Cl)Cl.C(O)(C(F)(F)F)=O>[Br:1][C:2]1[C:3]([F:17])=[C:4]([CH:5]=[C:6]([Cl:8])[CH:7]=1)[NH2:9] |f:1.2|. The solvent is C(Cl)Cl.C(=O)(C(F)(F)F)O (DCM TFA). Procedure details: A solution of tert-butyl 3-bromo-5-chloro-2-fluorophenylcarbamate (900 mg, 2.78 mmol) in DCM/TFA (1:1, 20 mL) was stirred at rt for 1 h. The reaction mixture was concentrated, then the residue was taken up in ethyl acetate and washed with aqueous sodium bicarbonate and brine. The organic layer was dried over sodium sulfate, filtered, and concentrated to provide the crude title compound (736 mg). MS m/z 223.9 (M+1). The reactants are BrC=1C(=C(C=C(C1)Cl)NC(OC(C)(C)C)=O)F (tert-butyl 3-bromo-5-chloro-2-fluorophenylcarbamate). Yield: 117.9%. Reactants: BrC(C(=O)O)CC (2-bromobutanoic acid), N1CCOCC1 (morpholine), Cl.C(C)N=C=NCCCN(C)C (1-ethyl-3-(3-dimethylaminopropyl)-carbodiimide hydrochloride), OC1=CC=CC2=C1NN=N2 (7-hydroxybenzotriazole). Run in O (water), CN(C=O)C (N,N-dimethylformamide). Conditions: time 4.5 hour. Product: BrC(C(=O)N1CCOCC1)CC (4- (2-Bromobutanoyl)morpholine). Isolated yield 48.7%. Reaction SMILES: [Br:1][CH:2]([CH2:6][CH3:7])[C:3](O)=[O:4].[NH:8]1[CH2:13][CH2:12][O:11][CH2:10][CH2:9]1.Cl.C(N=C=NCCCN(C)C)C.OC1C2NN=NC=2C=CC=1>CN(C)C=O.O>[Br:1][CH:2]([CH2:6][CH3:7])[C:3]([N:8]1[CH2:13][CH2:12][O:11][CH2:10][CH2:9]1)=[O:4] |f:2.3|. Procedure details: To a solution of 2-bromobutanoic acid (0.3 mL, 2.81 mmol) in N,N-dimethylformamide (14 mL) are added morpholine (0.3 mL, 3.44 mmol), 1-ethyl-3-(3-dimethylaminopropyl)-carbodiimide hydrochloride (650 mg, 3.39 mmol) and 7-hydroxybenzotriazole (456 mg, 3.38 mmol), and the mixture is stirred at room temperature for 4.5 hours. After the reaction is completed, water is added to the mixture, and the mixture is extracted with ethyl acetate. The organic layer is washed with 1N-hydrochloric acid, a satura... The reactants are CC(=O)SCC(Cc1ccccc1)C(=O)Nc1cccc(C(=O)O)c1, ClCCCl, ClCCl, Cl, OCc1ccccc1. Product: CC(=O)SCC(Cc1ccccc1)C(=O)Nc1cccc(C(=O)OCc2ccccc2)c1. As a reaction SMILES: [C:1]([CH3:2])(=[O:3])[S:4][CH2:5][CH:6]([C:7](=[O:8])[NH:9][c:10]1[cH:11][c:12]([C:13](=[O:14])[OH:15])[cH:16][cH:17][cH:18]1)[CH2:19][c:20]1[cH:21][cH:22][cH:23][cH:24][cH:25]1.[CH2:34]([Cl:35])[CH2:36][Cl:37].[Cl:39][CH2:40][Cl:41].[ClH:38].[OH:26][CH2:27][c:28]1[cH:29][cH:30][cH:31][cH:32][cH:33]1>>[C:1]([CH3:2])(=[O:3])[S:4][CH2:5][CH:6]([C:7](=[O:8])[NH:9][c:10]1[cH:11][c:12]([C:13](=[O:14])[O:15][CH2:27][c:28]2[cH:29][cH:30][cH:31][cH:32][cH:33]2)[cH:16][cH:17][cH:18]1)[CH2:19][c:20]1[cH:21][cH:22][cH:23][cH:24][cH:25]1. The reactants are BrC1=CC2=C(N=C(S2)[C@@H]2C[C@H](C2)N2[C@@H](CCC2)C)C=C1 (Trans-6-bromo-2-{3-[(2R)-2-methylpyrrolidin-1-yl]cyclobutyl}-1,3-benzothiazole), COC1=NC=C(C=N1)B(O)O (2-methoxypyrimidine-5-boronic acid), N1=CN=CC(=C1)B(O)O (pyrimidine-5-boronic acid). Product: COC1=NC=C(C=N1)C1=CC2=C(N=C(S2)[C@H]2C[C@H](C2)N2[C@@H](CCC2)CO)C=C1 (Cis-((2S)-1-{3-[6-(2-methoxypyrimidin-5-yl)-1,3-benzothiazol-2-yl]cyclobutyl}pyrrolidin-2-yl)methanol). RXN SMILES: Br[C:2]1[CH:20]=[CH:19][C:5]2[N:6]=[C:7]([C@H:9]3[CH2:12][C@H:11]([N:13]4[CH2:17][CH2:16][CH2:15][C@H:14]4[CH3:18])[CH2:10]3)[S:8][C:4]=2[CH:3]=1.[CH3:21][O:22][C:23]1[N:28]=[CH:27][C:26](B(O)O)=[CH:25][N:24]=1.N1C=C(B(O)[OH:39])C=NC=1>>[CH3:21][O:22][C:23]1[N:28]=[CH:27][C:26]([C:2]2[CH:20]=[CH:19][C:5]3[N:6]=[C:7]([C@@H:9]4[CH2:12][C@H:11]([N:13]5[CH2:17][CH2:16][CH2:15][C@H:14]5[CH2:18][OH:39])[CH2:10]4)[S:8][C:4]=3[CH:3]=2)=[CH:25][N:24]=1. Procedure details: The title compound was prepared according to the procedure described in Example 1F, substituting the product of Example 36A for the product of Example 1E and substituting 2-methoxypyrimidine-5-boronic acid for pyrimidine-5-boronic acid. 1H NMR (400 MHz, CDCl3) δ ppm 8.77 (s, 2H) 8.06 (d, J=8.59 Hz, 1H) 7.98 (d, J=1.53 Hz, 1H) 7.59 (dd, J=8.59, 1.84 Hz, 1H) 4.08 (s, 3H) 3.55-3.68 (m, J=7.67 Hz, 2H) 3.36-3.47 (m, 1H) 3.25-3.35 (m, 1H) 3.03-3.14 (m, 1H) 2.72-2.87 (m, 2H) 2.61-2.72 (m, 1H) 2.40-2.54... Reactants: Oc1ccc(F)cc1, N#Cc1ccc(N(CCCO)CC(F)(F)F)cc1C(F)(F)F. Yields the product N#Cc1ccc(N(CCCOc2ccc(F)cc2)CC(F)(F)F)cc1C(F)(F)F. As a reaction SMILES: [F:23][c:24]1[cH:25][cH:26][c:27]([OH:30])[cH:28][cH:29]1.[OH:1][CH2:2][CH2:3][CH2:4][N:5]([c:6]1[cH:7][c:8]([C:14]([F:15])([F:16])[F:17])[c:9]([C:10]#[N:11])[cH:12][cH:13]1)[CH2:18][C:19]([F:20])([F:21])[F:22]>>[O:1]([CH2:2][CH2:3][CH2:4][N:5]([c:6]1[cH:7][c:8]([C:14]([F:15])([F:16])[F:17])[c:9]([C:10]#[N:11])[cH:12][cH:13]1)[CH2:18][C:19]([F:20])([F:21])[F:22])[c:27]1[cH:26][cH:25][c:24]([F:23])[cH:29][cH:28]1.